From a dataset of the Open Reaction Database (ORD), a public repository of structured organic reaction records. describe an organic reaction: reactants, conditions, products, and yield The reactants are O(C1=CC=CC=C1)C[C@@H]1[C@H](C1)C=1C=C(C=NC1)O (5-[(1S,2S)-2-(phenoxymethyl)cyclopropyl]-3-pyridinol), N(=NC(=O)N1CCCCC1)C(=O)N1CCCCC1 (1,1′-(Azodicarbonyl)dipiperidine), C(C)(C)(C)OC(=O)N1[C@H](CC1)CO (1-(tert-butoxycarbonyl)-2(R)-azetidinylmethanol), C(CCC)P(CCCC)CCCC (Tributylphosphine). The solvent is C1(=CC=CC=C1)C (toluene). Conditions: time 10 minute. Product: C(C)(C)(C)OC(=O)N1[C@@H](CC1)COC=1C=NC=C(C1)[C@@H]1[C@H](C1)COC1=CC=CC=C1 (3-[[1-(tert-Butoxycarbonyl)-2(S)-azetidinyl]methoxy]-5-[(1S,2S)-2-(phenoxymethyl)cyclopropyl]pyridine). Isolated yield 89.9%. RXN SMILES: N(C(N1CCCCC1)=O)=NC(N1CCCCC1)=O.C(P(CCCC)CCCC)CCC.[C:32]([O:36][C:37]([N:39]1[CH2:42][CH2:41][C@@H:40]1[CH2:43][OH:44])=[O:38])([CH3:35])([CH3:34])[CH3:33].[O:45]([CH2:52][C@H:53]1[CH2:55][C@@H:54]1[C:56]1[CH:57]=[C:58](O)[CH:59]=[N:60][CH:61]=1)[C:46]1[CH:51]=[CH:50][CH:49]=[CH:48][CH:47]=1>C1(C)C=CC=CC=1>[C:32]([O:36][C:37]([N:39]1[CH2:42][CH2:41][C@H:40]1[CH2:43][O:44][C:58]1[CH:59]=[N:60][CH:61]=[C:56]([C@H:54]2[CH2:55][C@@H:53]2[CH2:52][O:45][C:46]2[CH:51]=[CH:50][CH:49]=[CH:48][CH:47]=2)[CH:57]=1)=[O:38])([CH3:35])([CH3:34])[CH3:33]. Procedure details: 1,1′-(Azodicarbonyl)dipiperidine (253 mg, 1.00 mmol, 1.6 equiv.) was dissolved in 2 mL of toluene (dried with molecular sieve 3 Å) in a 10 mL round-bottom flask with a side neck. The flask was equipped with rubber septa and a magnetic stirrer. The atmosphere was exchanged with Ar (3 times), and the flask was cooled with an ice bath. Tributylphosphine (248 μL, 1.00 mmol, 1.6 equiv.) was added dropwise. The mixture was warmed to room temperature and was stirred for 10 min. The colorless solution f...